From a dataset of the Open Reaction Database (ORD), a public repository of structured organic reaction records. describe an organic reaction: reactants, conditions, products, and yield Reactants: Cc1c(Cl)c(C(F)(F)F)nn1CC(=O)N1CCC(C(=N)NO)(c2ccc(Cl)cc2)CC1, CC1(C)C2CCC1(CS(=O)(=O)O)C(=O)C2. Yields the product Cc1c(Cl)c(C(F)(F)F)nn1CC(=O)N1CCC(C(N)=O)(c2ccc(Cl)cc2)CC1. As a reaction SMILES: [Cl:1][c:2]1[c:3]([C:28]([F:29])([F:30])[F:31])[n:4][n:5]([CH2:8][C:9](=[O:10])[N:11]2[CH2:12][CH2:13][C:14]([C:17](=[NH:18])[NH:19][OH:20])([c:21]3[cH:22][cH:23][c:24]([Cl:27])[cH:25][cH:26]3)[CH2:15][CH2:16]2)[c:6]1[CH3:7].[O:32]=[S:33](=[O:34])([OH:35])[CH2:36][C:37]12[CH2:38][CH2:39][CH:40]([C:41]1([CH3:42])[CH3:43])[CH2:44][C:45]2=[O:46]>>[Cl:1][c:2]1[c:3]([C:28]([F:29])([F:30])[F:31])[n:4][n:5]([CH2:8][C:9](=[O:10])[N:11]2[CH2:12][CH2:13][C:14]([C:17]([NH2:18])=[O:32])([c:21]3[cH:22][cH:23][c:24]([Cl:27])[cH:25][cH:26]3)[CH2:15][CH2:16]2)[c:6]1[CH3:7]. Reactants: [OH-].[Na+] (NaOH), COC(\C=C\C=C(/CCC)\C1=CC=C(C=C1)OC)=O ((E,E)-5-(4-methoxyphenyl)-2,4-octadienoic acid methyl ester). The solvent is CO (methanol). Product: COC1=CC=C(C=C1)/C(=C/C=C/C(=O)O)/CCC ((E,E)-5-(4-methoxyphenyl)-2,4-octadienoic acid). Yield: 76.5%. Reaction SMILES: C[O:2][C:3](=[O:19])/[CH:4]=[CH:5]/[CH:6]=[C:7](/[C:11]1[CH:16]=[CH:15][C:14]([O:17][CH3:18])=[CH:13][CH:12]=1)\[CH2:8][CH2:9][CH3:10].[OH-].[Na+]>CO>[CH3:18][O:17][C:14]1[CH:13]=[CH:12][C:11](/[C:7](/[CH2:8][CH2:9][CH3:10])=[CH:6]/[CH:5]=[CH:4]/[C:3]([OH:19])=[O:2])=[CH:16][CH:15]=1 |f:1.2|. Procedure details: As described in Example 99, (E,E)-5-(4-methoxyphenyl)-2,4-octadienoic acid methyl ester (6.7 g) was saponified in a refluxing mixture of methanol (30 mL) and 2N NaOH (30 mL). After 3 hours reaction was worked up in the usual way and the crude acid crystallized from 2-propanol-hexane to provide 4.85 g of (E,E)-5-(4-methoxyphenyl)-2,4-octadienoic acid, mp 151°-152.5° C. Starting materials: C(C1=CC=CC=C1)[C@@H]1NC(OC1)=O ((S)-4-benzyl-2-oxazolidinone), C(CCC)[Li] (n-butyllithium), O1C(NCC1)=O (oxazolidinone), anhydride, anhydride. Solvent: C1CCOC1 (THF), hexanes. Run at temperature -78 celsius, time 10 minute. The product is O=C(CCC=C)N1C(OC[C@@H]1CC1=CC=CC=C1)=O ([4S]-3-(1-oxo-4-pentenyl)-4-benzyl-2-oxazolidinone). Isolated yield 100.0%. As a reaction SMILES: [CH2:1]([C@H:8]1[CH2:12][O:11][C:10](=[O:13])[NH:9]1)[C:2]1[CH:7]=[CH:6][CH:5]=[CH:4][CH:3]=1.[CH2:14]([Li])[CH2:15][CH2:16]C.[O:19]1[CH2:23][CH2:22]NC1=O>C1COCC1>[O:19]=[C:23]([N:9]1[C@@H:8]([CH2:1][C:2]2[CH:3]=[CH:4][CH:5]=[CH:6][CH:7]=2)[CH2:12][O:11][C:10]1=[O:13])[CH2:22][CH2:16][CH:15]=[CH2:14]. Procedure details: In a separate flask, a solution of 17.7 g (100 mmol) of (S)-4-benzyl-2-oxazolidinone in 120 mL of THF was cooled to -78° C. whereupon 63.1 mL (101 mmol) of 1.6 M n-butyllithium in hexanes was added slowly. This solution was stirred for 10 min at -78° C. The flask containing the mixed anhydride was cooled to -78° C. and the lithiated oxazolidinone was cannulated into the mixed anhydride. After stirring at -78° C. for 15 min, the reaction mixture was warmed to 0° C. and stirred for 30 min. After q... The reactants are FC1=C(C(=O)NCC(=O)O)C=CC(=C1)[N+](=O)[O-] (2-(2-fluoro-4-nitrobenzamido)acetic acid), C(=O)[O-].[NH4+] (ammonium formate). Reagents/catalysts: [Zn] (zinc). Run in CO (methanol). Reaction conditions: time 15 minute. The product is NC1=CC(=C(C(=O)NCC(=O)O)C=C1)F (2-(4-Amino-2-fluorobenzamido)acetic acid). The yield is 67.3%. Reaction SMILES: [F:1][C:2]1[CH:14]=[C:13]([N+:15]([O-])=O)[CH:12]=[CH:11][C:3]=1[C:4]([NH:6][CH2:7][C:8]([OH:10])=[O:9])=[O:5].C([O-])=O.[NH4+]>CO.[Zn]>[NH2:15][C:13]1[CH:12]=[CH:11][C:3]([C:4]([NH:6][CH2:7][C:8]([OH:10])=[O:9])=[O:5])=[C:2]([F:1])[CH:14]=1 |f:1.2|. Procedure: To a solution of 2-(2-fluoro-4-nitrobenzamido)acetic acid (100 mg, 0.413 mmol) in methanol (15 mL) was added successively zinc dust (270 mg, 4.132 mmol) and ammonium formate (260 mg, 4.132 mmol) at rt. The reaction mixture was stirred at rt for 15 min. The reaction mixture was filtered and washed with methanol (2×5 mL). The residue obtained after evaporation of the solvents was diluted with water (5 mL) and acidified with AcOH (3 mL). The solution was extracted with EtOAc (3×50 mL) and the combi... The reactants are C(C)OC(CC(C(C)C)=O)=O (4-methyl-3-oxo-pentanoic acid ethyl ester), Cl.[N+](=O)([O-])C=1C=C(C(=N)N)C=CC1 (3-nitro-benzamidine hydrochloride). The product is C(C)(C)C1=CC(=NC(=N1)C1=CC(=CC=C1)[N+](=O)[O-])O (6-Isopropyl-2-(3-nitro-phenyl)-pyrimidin-4-ol). Reaction SMILES: C(O[C:4](=[O:11])[CH2:5][C:6](=O)[CH:7]([CH3:9])[CH3:8])C.Cl.[N+:13]([C:16]1[CH:17]=[C:18]([CH:22]=[CH:23][CH:24]=1)[C:19]([NH2:21])=[NH:20])([O-:15])=[O:14]>>[CH:7]([C:6]1[N:21]=[C:19]([C:18]2[CH:22]=[CH:23][CH:24]=[C:16]([N+:13]([O-:15])=[O:14])[CH:17]=2)[N:20]=[C:4]([OH:11])[CH:5]=1)([CH3:8])[CH3:9] |f:1.2|. Procedure: The title compound was prepared from 4-methyl-3-oxo-pentanoic acid ethyl ester and 3-nitro-benzamidine hydrochloride according to general procedure 1. 1H NMR (DMSO-d6, 400 MHz) δ 1.25 (d, J=6.9 Hz, 6H), 2.80-2.92 (m, 1H), 6.37 (s, 1H), 7.83 (t, J=8.0 Hz, 1H), 8.40 (dd, J=7.5, 2.3 Hz, 2H), 8.62 (d, J=7.5 Hz, 1H) 9.01 (s, 1H), 12.50 (br s, 1H); MS: m/z (ESI) 260 (M+H). Starting materials: C(C)OC(CN(C(C)C)C1=NC(=NC=C1[N+](=O)[O-])Cl)=O ([(2-chloro-5-nitro-pyrimidin-4-yl)-isopropyl-amino]-acetic acid ethyl ester), [H][H] (hydrogen). Reagents/catalysts: C/C(=C/C(=O)C)/O.C/C(=C/C(=O)C)/O.O=[V] (vanadylacetylacetonate). Run in C1CCOC1 (THF). Product: ClC1=NC=2N(CC(NC2C=N1)=O)C(C)C (2-chloro-8-isopropyl-7,8-dihydro-5H-pteridin-6-one). Yield: 87.0%. As a reaction SMILES: C([O:3][C:4](=O)[CH2:5][N:6]([C:10]1[C:15]([N+:16]([O-])=O)=[CH:14][N:13]=[C:12]([Cl:19])[N:11]=1)[CH:7]([CH3:9])[CH3:8])C.[H][H]>C1COCC1.C/C(/O)=C/C(C)=O.C/C(/O)=C/C(C)=O.O=[V]>[Cl:19][C:12]1[N:13]=[CH:14][C:15]2[NH:16][C:4](=[O:3])[CH2:5][N:6]([CH:7]([CH3:9])[CH3:8])[C:10]=2[N:11]=1 |f:3.4.5|. Procedure: A suspension of [(2-chloro-5-nitro-pyrimidin-4-yl)-isopropyl-amino]-acetic acid ethyl ester (40 g; 0.132 mol), Pt/C5% (2 g) and vanadylacetylacetonate (2 g; 0.754 mmol) in THF (50 ml) was treated with hydrogen (5 bar) overnight. The reaction mixture was warmed (in order to solubilize the precipitate formed) and filtered on a celite pad, then concentrated in vacuo. The crude was diluted in ethyl acetate and the organic phase was washed with NaOH 10% solution, dried with MgSO4 and concentrated in ... Starting materials: FC(S(=O)(=O)OC1=C(C(=C(C=C1)C=O)C)C)(F)F (4-formyl-2,3-dimethylphenyl trifluoromethanesulfonate), B1(OC(C(O1)(C)C)(C)C)B2OC(C(O2)(C)C)(C)C (bis(pinacolato)diboron), C(C)(=O)[O-].[K+] (potassium acetate). Solvent: O1CCOCC1 (1,4-dioxane), C(C)(=O)OCC (ethyl acetate), O (water). Run at temperature 90 celsius, time 5 hour. The product is C(=O)C1=C(C(=C(C=C1)B(O)O)C)C ((4-formyl-2,3-dimethylphenyl)boronic acid). The yield is 35.5%. As a reaction SMILES: FC(F)(F)S(O[C:7]1[CH:12]=[CH:11][C:10]([CH:13]=[O:14])=[C:9]([CH3:15])[C:8]=1[CH3:16])(=O)=O.[B:19]1(B2OC(C)(C)C(C)(C)O2)[O:23]C(C)(C)C(C)(C)[O:20]1.C([O-])(=O)C.[K+]>O1CCOCC1.C(OCC)(=O)C.O>[CH:13]([C:10]1[CH:11]=[CH:12][C:7]([B:19]([OH:23])[OH:20])=[C:8]([CH3:16])[C:9]=1[CH3:15])=[O:14] |f:2.3|. Procedure: To a solution of 4-formyl-2,3-dimethylphenyl trifluoromethanesulfonate (2.5 g) in 1,4-dioxane (50 ml) was added bis(pinacolato)diboron (2.47 g), 1,1′-bis(diphenyl-phosphino)ferrocene-palladium(II)dichloridedichloromethane complex (1:1) (1.09 g) and potassium acetate (2.61 g), and the mixture was stirred at 90° C. for 5 hours under nitrogen. The mixture was diluted with ethyl acetate and water. The organic layer was separated, washed with 1N hydrochloric acid and brine, dried over magnesium sulfa...